Dataset: the Open Reaction Database (ORD), a public repository of structured organic reaction records. Task: describe an organic reaction: reactants, conditions, products, and yield The reactants are [H-].[Na+] (Sodium hydride), ClCCl (Dichloromethane), COCCO (2-methoxy ethanol), FC=1C=C(CNC(=O)NC2=NC(=NS2)CCl)C=CC1 (1-(3-Fluorobenzyl)-3-(3-(chloromethyl)-1,2,4-thiadiazol-5-yl)urea), FC=1C=C(CNC(=O)NC2=NC(=NS2)CCl)C=CC1 (1-(3-Fluorobenzyl)-3-(3-(chloromethyl)-1,2,4-thiadiazol-5-yl)urea). Reagents/catalysts: 15-crown-5-ether. The solvent is C1CCOC1 (THF). Conditions: temperature 0 celsius. Yields the product FC=1C=C(CNC(=O)NC2=NC(=NS2)COCCOC)C=CC1 (1-(3-fluorobenzyl)-3-(3-((2-methoxyethoxy)methyl)-1,2,4-thiadiazol-5-yl)urea). RXN SMILES: [H-].[Na+].[CH3:3][O:4][CH2:5][CH2:6][OH:7].[F:8][C:9]1[CH:10]=[C:11]([CH:24]=[CH:25][CH:26]=1)[CH2:12][NH:13][C:14]([NH:16][C:17]1[S:21][N:20]=[C:19]([CH2:22]Cl)[N:18]=1)=[O:15].ClCCl>C1COCC1>[F:8][C:9]1[CH:10]=[C:11]([CH:24]=[CH:25][CH:26]=1)[CH2:12][NH:13][C:14]([NH:16][C:17]1[S:21][N:20]=[C:19]([CH2:22][O:7][CH2:6][CH2:5][O:4][CH3:3])[N:18]=1)=[O:15] |f:0.1|. Procedure: Sodium hydride (4 eq, 2.66 mmol, 0.13 g of a 50 wt-% suspension in oil) was suspended in THF (2 mL) and cooled to 0° C. 2-methoxy ethanol (3 eq, 1.99 mmol, 0.15 g) and 15-crown-5-ether (1 drop) were added. 1-(3-Fluorobenzyl)-3-(3-(chloromethyl)-1,2,4-thiadiazol-5-yl)urea (Intermediate XXV) was added and the mixture was stirred over night with temperature allowed to rise to room temperature. Dichloromethane (50 mL) was added. The mixture was washed with water (2×10 mL), dried (Na2SO4), filtered a...